From a dataset of the Open Reaction Database (ORD), a public repository of structured organic reaction records. describe an organic reaction: reactants, conditions, products, and yield Reactants: C(C)C(CC(C(=O)O)C(=O)O)CC (2-(2-Ethyl-butyl)-malonic acid). Run in C(Cl)Cl.CO (methylene chloride methanol). Run at temperature 25 celsius. Product: C(C)C(CCC(=O)O)CC (4-ethyl-hexanoic acid). The yield is 0.0%. RXN SMILES: [CH2:1]([CH:3]([CH2:12][CH3:13])[CH2:4][CH:5](C(O)=O)[C:6]([OH:8])=[O:7])[CH3:2]>C(Cl)Cl.CO>[CH2:1]([CH:3]([CH2:12][CH3:13])[CH2:4][CH2:5][C:6]([OH:8])=[O:7])[CH3:2] |f:1.2|. Procedure: 2-(2-Ethyl-butyl)-malonic acid (3.55 g, 18.8 mmol) was heated at 195° C. for 2 h. After this time, the solution was cooled to 25° C. and diluted with a 90/10 methylene chloride/methanol solution. The organics were then washed with a saturated aqueous sodium chloride solution, concentrated in vacuo and azeotroped with acetonitrile (2×50 mL) to afford 4-ethyl-hexanoic acid (1.24 mg, 45%) as yellow oil, which was used without further purification; EI+-HRMS m/e calcd for C8H16O2 [M−H]+ 143.1072, fou... Reactants: ClC1=C2C(=NC=C1)C=C(S2)[Sn](CCCC)(CCCC)CCCC (7-Chloro-2-(tributylstannyl)thieno[3,2-b]pyridine), BrC=1N(C=CN1)C (2-bromo-1-methyl-1H-imidazole), C1(=CC=CC=C1)C (toluene). Yields the product ClC1=C2C(=NC=C1)C=C(S2)C=2N(C=CN2)C (7-Chloro-2-(1-methyl-1H-imidazol-2-yl)thieno[3,2-b]pyridine). Isolated yield 94.2%. Reaction SMILES: [Cl:1][C:2]1[CH:7]=[CH:6][N:5]=[C:4]2[CH:8]=[C:9]([Sn](CCCC)(CCCC)CCCC)[S:10][C:3]=12.Br[C:25]1[N:26]([CH3:30])[CH:27]=[CH:28][N:29]=1.C1(C)C=CC=CC=1>>[Cl:1][C:2]1[CH:7]=[CH:6][N:5]=[C:4]2[CH:8]=[C:9]([C:25]3[N:26]([CH3:30])[CH:27]=[CH:28][N:29]=3)[S:10][C:3]=12. Procedure: To a solution of the tin derivative 6 (24.79 g, 54.05 mmol) and 2-bromo-1-methyl-1H-imidazole (10.4 g, 64.86 mmol) [McCallum, P. W.; Weavers, R. T.: Grimmet, M. R.; Blackman, A. G.; Aust. J. Chem.; 52; 3; 1999; 159-166.1 in toluene (180 mL) Pd[PPh3]4 (5 g, 4.32 mmol) was added and the mixture was refluxed under nitrogen for 2 days, cooled to room temperature. A precipitate was formed which was collected by filtration, washed with Et2O and dried, to afford the title compound 7 as a grey solid (12... Run at time 60 minute. The solvent is O (water). Procedure: Finely powdered 6-chloro-3-pyridinesulfonyl chloride (1), (20 g, 94.31 mMole) was gradually added over a 30 minute period, to a solution of sodium sulfite (12 g, 94.31 mMole) in water (200 mL), with good stirring. During the addition of the sulfonyl chloride the temperature of the solution was maintained at approximately 20° C. with the aid of ice/water and the pH kept at approximately 7 with the addition of 3N-sodium hydroxide (50-60 mL). After all of the sulfonyl chloride had been added the re... The reactants are [OH-].[Na+] (sodium hydroxide), ice water, [Cl-].[Na+] (sodium chloride), ClC1=CC=C(C=N1)S(=O)(=O)Cl (6-chloro-3-pyridinesulfonyl chloride), S(=O)([O-])[O-].[Na+].[Na+] (sodium sulfite), S(=O)(=O)(Cl)Cl (sulfonyl chloride), S(=O)(=O)(Cl)Cl (sulfonyl chloride). RXN SMILES: [Cl:1][C:2]1[N:7]=[CH:6][C:5]([S:8](Cl)(=[O:10])=[O:9])=[CH:4][CH:3]=1.S([O-])([O-])=O.[Na+].[Na+].S(Cl)(Cl)(=O)=O.[OH-].[Na+].[Cl-].[Na+]>O>[Cl:1][C:2]1[N:7]=[CH:6][C:5]([S:8]([OH:10])=[O:9])=[CH:4][CH:3]=1 |f:1.2.3,5.6,7.8|. Yields the product ClC1=CC=C(C=N1)S(=O)O (6-Chloro 3-Pyridinesulfinic acid). Reactants: CC(C)OC(N[C@@H]1C[C@@H](N(C2=CC=C(C=C12)B1OC(C(O1)(C)C)(C)C)C(C)=O)C)=O (1-Methylethyl[(cis)-1-acetyl-2-methyl-6-(4,4,5,5-tetramethyl-1,3,2-dioxaborolan-2-yl)-1,2,3,4-tetrahydro-4-quinolinyl]carbamate), Intermediate 15, C([O-])([O-])=O.[K+].[K+] (potassium carbonate), CC(C)OC(NC1CC(N(C2=CC=C(C=C12)B1OC(C(O1)(C)C)(C)C)C(C)=O)C)=O (1-methylethyl[1-acetyl-2-methyl-6-(4,4,5,5-tetramethyl-1,3,2-dioxaborolan-2-yl)-1,2,3,4-tetrahydro-4-quinolinyl]carbamate), BrC=1C=NN(C1)CCN(C)C ([2-(4-bromo-1H-pyrazol-1-yl)ethyl]dimethylamine), Cl (HCl), CO (MeOH). The reagents and catalysts are C=1C=CC(=CC1)[P](C=2C=CC=CC2)(C=3C=CC=CC3)[Pd]([P](C=4C=CC=CC4)(C=5C=CC=CC5)C=6C=CC=CC6)([P](C=7C=CC=CC7)(C=8C=CC=CC8)C=9C=CC=CC9)[P](C=1C=CC=CC1)(C=1C=CC=CC1)C=1C=CC=CC1 (Tetrakis(triphenylphosphine)palladium(0)). Solvent: C(C)O (ethanol). Reaction conditions: temperature 85 celsius. Product: Cl.CC(C)N(C(O)=O)[C@@H]1C[C@@H](N(C2=CC=C(C=C12)C=1C=NN(C1)CCN(C)C)C(C)=O)C (1-methylethyl((cis)-1-acetyl-6-{1-[2-(dimethylamino)ethyl]-1H-pyrazol-4-yl}-2-methyl-1,2,3,4-tetrahydro-4-quinolinyl)carbamate hydrochloride). Reaction SMILES: CC([O:4][C:5](=[O:30])[NH:6][C@H:7]1[C:16]2[C:11](=[CH:12][CH:13]=[C:14](B3OC(C)(C)C(C)(C)O3)[CH:15]=2)[N:10]([C:26](=[O:28])[CH3:27])[C@@H:9]([CH3:29])[CH2:8]1)C.[CH3:31][CH:32](OC(=O)NC1C2C(=CC=C(B3OC(C)(C)C(C)(C)O3)C=2)N(C(=O)C)C(C)C1)[CH3:33].Br[C:62]1[CH:63]=[N:64][N:65]([CH2:67][CH2:68][N:69]([CH3:71])[CH3:70])[CH:66]=1.C(=O)([O-])[O-].[K+].[K+].[ClH:78].CO>C(O)C.C1C=CC([P]([Pd]([P](C2C=CC=CC=2)(C2C=CC=CC=2)C2C=CC=CC=2)([P](C2C=CC=CC=2)(C2C=CC=CC=2)C2C=CC=CC=2)[P](C2C=CC=CC=2)(C2C=CC=CC=2)C2C=CC=CC=2)(C2C=CC=CC=2)C2C=CC=CC=2)=CC=1>[ClH:78].[CH3:31][CH:32]([N:6]([C@H:7]1[C:16]2[C:11](=[CH:12][CH:13]=[C:14]([C:62]3[CH:63]=[N:64][N:65]([CH2:67][CH2:68][N:69]([CH3:71])[CH3:70])[CH:66]=3)[CH:15]=2)[N:10]([C:26](=[O:28])[CH3:27])[C@@H:9]([CH3:29])[CH2:8]1)[C:5](=[O:30])[OH:4])[CH3:33] |f:3.4.5,10.11,^1:87,89,108,127|. Procedure: 1-Methylethyl[(cis)-1-acetyl-2-methyl-6-(4,4,5,5-tetramethyl-1,3,2-dioxaborolan-2-yl)-1,2,3,4-tetrahydro-4-quinolinyl]carbamate (for a preparation see Intermediate 12) (120 mg, 0.288 mmol), [2-(4-bromo-1H-pyrazol-1-yl)ethyl]dimethylamine (for a preparation see Intermediate 15) (85 mg, 0.390 mmol) and potassium carbonate (51.8 mg, 0.375 mmol) were stirred in ethanol (1.5 ml) and toluene (1.5 ml) and the mixture degassed. Tetrakis(triphenylphosphine)palladium(0) (16.65 mg, 0.014 mmol) was added, t... Starting materials: C1CCOC1, COC(=O)c1ccc(OCCN(C)C(=O)Cc2ccc3nc(Nc4ccccc4C)oc3c2)cc1, [Na+], [OH-]. Product: Cc1ccccc1Nc1nc2ccc(CC(=O)N(C)CCOc3ccc(C(=O)O)cc3)cc2o1. Reaction SMILES: [CH2:38]1[O:39][CH2:40][CH2:41][CH2:42]1.[CH3:1][c:2]1[c:3]([NH:8][c:9]2[o:10][c:11]3[c:12]([n:13]2)[cH:14][cH:15][c:16]([CH2:18][C:19](=[O:20])[N:21]([CH3:22])[CH2:23][CH2:24][O:25][c:26]2[cH:27][cH:28][c:29]([C:30](=[O:31])[O:32][CH3:33])[cH:34][cH:35]2)[cH:17]3)[cH:4][cH:5][cH:6][cH:7]1.[Na+:37].[OH-:36]>>[CH3:1][c:2]1[c:3]([NH:8][c:9]2[o:10][c:11]3[c:12]([n:13]2)[cH:14][cH:15][c:16]([CH2:18][C:19](=[O:20])[N:21]([CH3:22])[CH2:23][CH2:24][O:25][c:26]2[cH:27][cH:28][c:29]([C:30](=[O:31])[OH:32])[cH:34][cH:35]2)[cH:17]3)[cH:4][cH:5][cH:6][cH:7]1. Reaction SMILES: [CH3:25][C:26]#[N:27].[H-:19].[I:21][CH3:22].[NH4+:24].[Na+:20].[OH-:23].[s:1]1[c:2]([NH:6][CH:7]2[CH2:8][N:9]([C:12](=[O:13])[O:14][C:15]([CH3:16])([CH3:17])[CH3:18])[CH2:10][CH2:11]2)[n:3][cH:4][cH:5]1>>[s:1]1[c:2]([N:6]([CH:7]2[CH2:8][N:9]([C:12](=[O:13])[O:14][C:15]([CH3:16])([CH3:17])[CH3:18])[CH2:10][CH2:11]2)[CH3:22])[n:3][cH:4][cH:5]1. Yields the product CN(c1nccs1)C1CCN(C(=O)OC(C)(C)C)C1. The reactants are CC#N, [H-], CI, [NH4+], [Na+], [OH-], CC(C)(C)OC(=O)N1CCC(Nc2nccs2)C1. Starting materials: CC(C)(C)OC(=O)N1CCCCC1CN, N#Cc1cccnc1Cl. Product: CC(C)(C)OC(=O)N1CCCCC1CNc1ncccc1C#N. Reaction SMILES: [C:1]([CH3:2])([CH3:3])([CH3:4])[O:5][C:6](=[O:7])[N:8]1[CH:9]([CH2:14][NH2:15])[CH2:10][CH2:11][CH2:12][CH2:13]1.[Cl:16][c:17]1[n:18][cH:19][cH:20][cH:21][c:22]1[C:23]#[N:24]>>[C:1]([CH3:2])([CH3:3])([CH3:4])[O:5][C:6](=[O:7])[N:8]1[CH:9]([CH2:14][NH:15][c:17]2[n:18][cH:19][cH:20][cH:21][c:22]2[C:23]#[N:24])[CH2:10][CH2:11][CH2:12][CH2:13]1. Reactants: OBO, COc1ccc(F)cc1, O=S(=O)(c1ccccc1)c1ccc(Br)c(Cl)c1. Product: COc1ccc(F)cc1-c1ccc(S(=O)(=O)c2ccccc2)cc1Cl. RXN SMILES: [BH:18]([OH:19])[OH:20].[F:21][c:22]1[cH:23][cH:24][c:25]([O:28][CH3:29])[cH:26][cH:27]1.[c:1]1([S:7](=[O:8])(=[O:9])[c:10]2[cH:11][c:12]([Cl:17])[c:13]([Br:16])[cH:14][cH:15]2)[cH:2][cH:3][cH:4][cH:5][cH:6]1>>[c:1]1([S:7](=[O:8])(=[O:9])[c:10]2[cH:11][c:12]([Cl:17])[c:13](-[c:24]3[cH:23][c:22]([F:21])[cH:27][cH:26][c:25]3[O:28][CH3:29])[cH:14][cH:15]2)[cH:2][cH:3][cH:4][cH:5][cH:6]1. The reactants are BrB(Br)Br, ClCCl, O, COc1ccc(Cc2ncc[nH]2)nc1. Product: Oc1ccc(Cc2ncc[nH]2)nc1. RXN SMILES: [B:1]([Br:2])([Br:3])[Br:4].[CH2:20]([Cl:21])[Cl:22].[OH2:19].[nH:5]1[c:6]([CH2:10][c:11]2[n:12][cH:13][c:14]([O:17][CH3:18])[cH:15][cH:16]2)[n:7][cH:8][cH:9]1>>[nH:5]1[c:6]([CH2:10][c:11]2[n:12][cH:13][c:14]([OH:17])[cH:15][cH:16]2)[n:7][cH:8][cH:9]1. Product: S1N=C(C2=C1C=CC=C2)N2CCN(CC2)CCCC2=CC=C(C=C2)NC(CC=2SC=CC2)=O (N-{4-[3-(4-1,2-Benzoisothiazol-3-yl-piperazin-1-yl)-propyl]-phenyl}-2-thiophen-2-yl-acetamide), N-{2-[3-(4,1,2-Benzoisothiazol-3-yl-piperazin-1-yl)-propyl]-phenyl}-2-(4-chloro-phenyl)-acetamide. The reactants are S1N=C(C2=C1C=CC=C2)N2CCN(CC2)CCCC2=CC=C(C=C2)N (4-[3-(4-1,2-benzisothiazol-3-yl-piperazin-1-yl)-propyl]-phenylamine), S1C(=CC=C1)CC(=O)Cl (2-thiopheneacetyl chloride). As a reaction SMILES: [S:1]1[C:5]2[CH:6]=[CH:7][CH:8]=[CH:9][C:4]=2[C:3]([N:10]2[CH2:15][CH2:14][N:13]([CH2:16][CH2:17][CH2:18][C:19]3[CH:24]=[CH:23][C:22]([NH2:25])=[CH:21][CH:20]=3)[CH2:12][CH2:11]2)=[N:2]1.[S:26]1[CH:30]=[CH:29][CH:28]=[C:27]1[CH2:31][C:32](Cl)=[O:33]>>[S:1]1[C:5]2[CH:6]=[CH:7][CH:8]=[CH:9][C:4]=2[C:3]([N:10]2[CH2:11][CH2:12][N:13]([CH2:16][CH2:17][CH2:18][C:19]3[CH:20]=[CH:21][C:22]([NH:25][C:32](=[O:33])[CH2:31][C:27]4[S:26][CH:30]=[CH:29][CH:28]=4)=[CH:23][CH:24]=3)[CH2:14][CH2:15]2)=[N:2]1. Procedure: N-{4-[3-(4-1,2-Benzoisothiazol-3-yl-piperazin-1-yl)-propyl]-phenyl}-2-thiophen-2-yl-acetamide was prepared according to the procedure outlined in Example 1, starting with 4-[3-(4-1,2-benzisothiazol-3-yl-piperazin-1-yl)-propyl]-phenylamine (200 mg) and 2-thiopheneacetyl chloride (0.069 mL). The resultant white solid was purified using an ISCO autocolumn eluting with 80% ethyl acetate in hexanes. N-{2-[3-(4,1,2-Benzoisothiazol-3-yl-piperazin-1-yl)-propyl]-phenyl}-2-(4-chloro-phenyl)-acetamide was ...